From a dataset of the Open Reaction Database (ORD), a public repository of structured organic reaction records. describe an organic reaction: reactants, conditions, products, and yield The reactants are C(C1=CC=CC=C1)[C@@H]1N(C(OC1)=O)C([C@H]([C@@H](C1=CC=C(C2=CC=CC=C12)OCCC=1N=C(OC1C)C1=CC=C(C=C1)C(F)(F)F)O)OC)=O ((S)-4-benzyl-3-[(2S,3R)-3-hydroxy-2-methoxy-3-(4-{2-[5-methyl-2-(4-trifluoromethyl-phenyl)-oxazol-4-yl]-ethoxy}-naphthalen-1-yl)-propionyl]-oxazolidin-2-one), C(C)[SiH](CC)CC (triethylsilane), ice AcOEt NaHCO3. Solvent: FC(C(=O)O)(F)F (trifluoroacetic acid). Conditions: time 16 hour. Product: C(C1=CC=CC=C1)[C@@H]1N(C(OC1)=O)C([C@H](CC1=CC=C(C2=CC=CC=C12)OCCC=1N=C(OC1C)C1=CC=C(C=C1)C(F)(F)F)OC)=O ((S)-4-Benzyl-3-[(S)-2-methoxy-3-(4-{2-[5-methyl-2-(4-trifluoromethyl-phenyl)-oxazol-4-yl]-ethoxy}-naphthalen-1-yl)-propionyl]-oxazolidin-2-one). Reaction SMILES: [CH2:1]([C@H:8]1[CH2:12][O:11][C:10](=[O:13])[N:9]1[C:14](=[O:49])[C@@H:15]([O:47][CH3:48])[C@H:16](O)[C:17]1[C:26]2[C:21](=[CH:22][CH:23]=[CH:24][CH:25]=2)[C:20]([O:27][CH2:28][CH2:29][C:30]2[N:31]=[C:32]([C:36]3[CH:41]=[CH:40][C:39]([C:42]([F:45])([F:44])[F:43])=[CH:38][CH:37]=3)[O:33][C:34]=2[CH3:35])=[CH:19][CH:18]=1)[C:2]1[CH:7]=[CH:6][CH:5]=[CH:4][CH:3]=1.C([SiH](CC)CC)C>FC(F)(F)C(O)=O>[CH2:1]([C@H:8]1[CH2:12][O:11][C:10](=[O:13])[N:9]1[C:14](=[O:49])[C@@H:15]([O:47][CH3:48])[CH2:16][C:17]1[C:26]2[C:21](=[CH:22][CH:23]=[CH:24][CH:25]=2)[C:20]([O:27][CH2:28][CH2:29][C:30]2[N:31]=[C:32]([C:36]3[CH:37]=[CH:38][C:39]([C:42]([F:43])([F:44])[F:45])=[CH:40][CH:41]=3)[O:33][C:34]=2[CH3:35])=[CH:19][CH:18]=1)[C:2]1[CH:7]=[CH:6][CH:5]=[CH:4][CH:3]=1. Procedure details: 0.837 g of the above prepared (S)-4-benzyl-3-[(2S,3R)-3-hydroxy-2-methoxy-3-(4-{2-[5-methyl-2-(4-trifluoromethyl-phenyl)-oxazol-4-yl]-ethoxy}-naphthalen-1-yl)-propionyl]-oxazolidin-2-one (1.23 mmol) was dissolved in 3.2 ml of trifluoroacetic acid, treated at 0° with 0.977 ml of triethylsilane (5 eq.) and then kept for 16 h at ambient temperature, when TLC indicated the disappearance of starting material. The reaction mixture was then poured onto crashed ice/AcOEt/NaHCO3, the organic layer washed... Reactants: C(C)(C)(C)OC(=O)N1CCN(CC1)C1=NC=C(C=N1)Br (4-(5-Bromopyrimidin-2-yl)piperazine-1-carboxylic acid tert-butyl ester), FC1=CC=C(C=C1)B(O)O (4-fluorophenylboronic acid), P(=O)([O-])([O-])[O-].[K+].[K+].[K+] (potassium phosphate). The reagents and catalysts are C=1C=CC(=CC1)[P](C=2C=CC=CC2)(C=3C=CC=CC3)[Pd]([P](C=4C=CC=CC4)(C=5C=CC=CC5)C=6C=CC=CC6)([P](C=7C=CC=CC7)(C=8C=CC=CC8)C=9C=CC=CC9)[P](C=1C=CC=CC1)(C=1C=CC=CC1)C=1C=CC=CC1 (tetrakis(triphenylphosphine)palladium(0)). Solvent: COCCOC (1,2-dimethoxyethane), O (water). Product: C(C)(C)(C)OC(=O)N1CCN(CC1)C1=NC=C(C=N1)C1=CC=C(C=C1)F (4-[5-(4-Fluorophenyl)pyrimidin-2-yl]piperazine-1-carboxylic acid tert-butyl ester). The yield is 95.8%. Reaction SMILES: [C:1]([O:5][C:6]([N:8]1[CH2:13][CH2:12][N:11]([C:14]2[N:19]=[CH:18][C:17](Br)=[CH:16][N:15]=2)[CH2:10][CH2:9]1)=[O:7])([CH3:4])([CH3:3])[CH3:2].[F:21][C:22]1[CH:27]=[CH:26][C:25](B(O)O)=[CH:24][CH:23]=1.P([O-])([O-])([O-])=O.[K+].[K+].[K+]>COCCOC.O.C1C=CC([P]([Pd]([P](C2C=CC=CC=2)(C2C=CC=CC=2)C2C=CC=CC=2)([P](C2C=CC=CC=2)(C2C=CC=CC=2)C2C=CC=CC=2)[P](C2C=CC=CC=2)(C2C=CC=CC=2)C2C=CC=CC=2)(C2C=CC=CC=2)C2C=CC=CC=2)=CC=1>[C:1]([O:5][C:6]([N:8]1[CH2:13][CH2:12][N:11]([C:14]2[N:19]=[CH:18][C:17]([C:25]3[CH:26]=[CH:27][C:22]([F:21])=[CH:23][CH:24]=3)=[CH:16][N:15]=2)[CH2:10][CH2:9]1)=[O:7])([CH3:4])([CH3:3])[CH3:2] |f:2.3.4.5,^1:49,51,70,89|. Reported procedure: 4-(5-Bromopyrimidin-2-yl)piperazine-1-carboxylic acid tert-butyl ester (1.01 g), 4-fluorophenylboronic acid (0.45 g), tetrakis(triphenylphosphine)palladium(0) (0.12 g) and potassium phosphate (1.25 g) were dissolved in a mixture of 1,2-dimethoxyethane (40 ml) and water (10 ml), degassed and heated to reflux under nitrogen. After 16 h. the reaction was cooled, reduced in vacuo, dissolved in diethyl ether (100 ml) and washed with water (3×20 ml), saturated brine (20 ml), dried (Na2SO4) and evapora... RXN SMILES: [CH2:1]([CH3:2])[O:3][C:4](=[O:5])[N:6]1[CH2:7][CH2:8][N:9]([C:12]([CH:13]([CH2:14][CH2:15][C:16](=[O:17])[O:18][C:19]([CH3:20])([CH3:21])[CH3:22])[NH:23][C:24](=[O:25])[c:26]2[n:27][c:28](-[c:33]3[cH:34][cH:35][cH:36][cH:37][cH:38]3)[n:29][c:30]([Cl:32])[cH:31]2)=[O:39])[CH2:10][CH2:11]1.[CH2:45]1[O:46][CH2:47][CH2:48][CH2:49]1.[CH3:40][CH2:41][CH2:42][NH2:43].[OH2:44]>>[CH2:1]([CH3:2])[O:3][C:4](=[O:5])[N:6]1[CH2:7][CH2:8][N:9]([C:12]([CH:13]([CH2:14][CH2:15][C:16](=[O:17])[O:18][C:19]([CH3:20])([CH3:21])[CH3:22])[NH:23][C:24](=[O:25])[c:26]2[n:27][c:28](-[c:33]3[cH:34][cH:35][cH:36][cH:37][cH:38]3)[n:29][c:30]([NH:43][CH2:42][CH2:41][CH3:40])[cH:31]2)=[O:39])[CH2:10][CH2:11]1. Reactants: CCOC(=O)N1CCN(C(=O)C(CCC(=O)OC(C)(C)C)NC(=O)c2cc(Cl)nc(-c3ccccc3)n2)CC1, C1CCOC1, CCCN, O. Yields the product CCCNc1cc(C(=O)NC(CCC(=O)OC(C)(C)C)C(=O)N2CCN(C(=O)OCC)CC2)nc(-c2ccccc2)n1. The reactants are CS(=O)(=O)OC1CCN(c2ccc(Br)cn2)C1, C1CCOC1, CCOC(C)=O, NC1CC1. Product: Brc1ccc(N2CCC(NC3CC3)C2)nc1. RXN SMILES: [Br:1][c:2]1[cH:3][cH:4][c:5]([N:8]2[CH2:9][CH:10]([O:13][S:14]([CH3:15])(=[O:16])=[O:17])[CH2:11][CH2:12]2)[n:6][cH:7]1.[CH2:22]1[O:23][CH2:24][CH2:25][CH2:26]1.[CH3:27][CH2:28][O:29][C:30]([CH3:31])=[O:32].[CH:18]1([NH2:21])[CH2:19][CH2:20]1>>[Br:1][c:2]1[cH:3][cH:4][c:5]([N:8]2[CH2:9][CH:10]([NH:21][CH:18]3[CH2:19][CH2:20]3)[CH2:11][CH2:12]2)[n:6][cH:7]1. As a reaction SMILES: Cl[CH:2]([CH:14]1[CH2:19][CH2:18][CH2:17][CH2:16][CH2:15]1)[C:3]1[O:4][C:5]2[CH:12]=[CH:11][C:10]([F:13])=[CH:9][C:6]=2[C:7]=1[CH3:8].[NH2:20][C:21]1[CH:26]=[CH:25][C:24]([C:27]([N:29]([CH3:37])[CH2:30][CH2:31][C:32]([O:34]CC)=[O:33])=[O:28])=[CH:23][CH:22]=1>>[CH:14]1([CH:2]([NH:20][C:21]2[CH:22]=[CH:23][C:24]([C:27]([N:29]([CH3:37])[CH2:30][CH2:31][C:32]([OH:34])=[O:33])=[O:28])=[CH:25][CH:26]=2)[C:3]2[O:4][C:5]3[CH:12]=[CH:11][C:10]([F:13])=[CH:9][C:6]=3[C:7]=2[CH3:8])[CH2:19][CH2:18][CH2:17][CH2:16][CH2:15]1. The reactants are ClC(C=1OC2=C(C1C)C=C(C=C2)F)C2CCCCC2 (2-[chloro(cyclohexyl)methyl]-5-fluoro-3-methyl-1-benzofuran), NC1=CC=C(C=C1)C(=O)N(CCC(=O)OCC)C (ethyl 3-{[(4-aminophenyl)carbonyl](methyl)amino}propanoate), compound. Product: C1(CCCCC1)C(C=1OC2=C(C1C)C=C(C=C2)F)NC2=CC=C(C=C2)C(=O)N(CCC(=O)O)C (3-{[(4-{[cyclohexyl(5-fluoro-3-methyl-1-benzofuran-2-yl)methyl]amino}phenyl)carbonyl](methyl)amino}propanoic acid). Reported procedure: Using 2-[chloro(cyclohexyl)methyl]-5-fluoro-3-methyl-1-benzofuran (400 mg) synthesized above and ethyl 3-{[(4-aminophenyl)carbonyl](methyl)amino}propanoate (355 mg) synthesized in Example 2(2) and in the same manner as in Example A22(4), the title object compound (303 mg, 46%) was obtained as a pale-yellow solid. Reactants: [Br-], COc1cc(C(=O)c2ccccc2)ccc1Br, C1CCOC1, C[Mg+]. Yields the product COc1cc(C(C)(O)c2ccccc2)ccc1Br. Reaction SMILES: [Br-:18].[Br:1][c:2]1[c:3]([O:16][CH3:17])[cH:4][c:5]([C:8](=[O:9])[c:10]2[cH:11][cH:12][cH:13][cH:14][cH:15]2)[cH:6][cH:7]1.[CH2:21]1[O:22][CH2:23][CH2:24][CH2:25]1.[CH3:19][Mg+:20]>>[Br:1][c:2]1[c:3]([O:16][CH3:17])[cH:4][c:5]([C:8]([OH:9])([c:10]2[cH:11][cH:12][cH:13][cH:14][cH:15]2)[CH3:19])[cH:6][cH:7]1. The reactants are ClCCl, CNC, Fc1nc(F)c(F)c(F)c1F, O. Yields the product CN(C)c1c(F)c(F)nc(F)c1F. Reaction SMILES: [CH2:1]([Cl:2])[Cl:3].[CH3:15][NH:16][CH3:17].[F:4][c:5]1[c:6]([F:14])[c:7]([F:13])[c:8]([F:12])[c:9]([F:11])[n:10]1.[OH2:18]>>[F:4][c:5]1[c:6]([F:14])[c:7]([N:16]([CH3:15])[CH3:17])[c:8]([F:12])[c:9]([F:11])[n:10]1. Reported procedure: The title compounds were prepared by substituting (S)-2-phenylbutanoic acid for 1-phenylcyclopentanecarboxylic acid and (3aR,6aS)-2-((S)-1-phenylethyl)octahydrocyclopenta[c]pyrrol-4-amine for (3aS*,6aR*)-2-benzyloctahydrocyclopenta[c]pyrrol-4-amine in the procedure described in Examples 1 and 2. As a reaction SMILES: C1(C2(C(O)=[O:13])CCCC2)C=CC=CC=1.[C:15]1([C@@H:21]([N:23]2[CH2:27][C@@H:26]3[CH:28](N)[CH2:29][CH2:30][C@@H:25]3[CH2:24]2)[CH3:22])[CH:20]=[CH:19][CH:18]=[CH:17][CH:16]=1.C(N1C[C@H]2C(N)CC[C@H]2C1)C1C=CC=CC=1>>[C:15]1([C@@H:21]([N:23]2[CH2:27][C@H:26]3[C:28](=[O:13])[CH2:29][CH2:30][C@H:25]3[CH2:24]2)[CH3:22])[CH:20]=[CH:19][CH:18]=[CH:17][CH:16]=1. The reactants are C1(=CC=CC=C1)C1(CCCC1)C(=O)O (1-phenylcyclopentanecarboxylic acid), C1(=CC=CC=C1)[C@H](C)N1C[C@@H]2[C@H](C1)C(CC2)N ((3aR,6aS)-2-((S)-1-phenylethyl)octahydrocyclopenta[c]pyrrol-4-amine), C(C1=CC=CC=C1)N1C[C@H]2[C@@H](C1)C(CC2)N ((3aS*,6aR*)-2-benzyloctahydrocyclopenta[c]pyrrol-4-amine). The product is C1(=CC=CC=C1)[C@H](C)N1C[C@H]2[C@@H](C1)C(CC2)=O ((3aS,6aR)-2-((S)-1-phenylethyl)hexahydrocyclopenta[c]pyrrol-4(5H)-one). Reactants: ClCCl, Cl, O=C=Nc1ccc(F)cc1F, CCCCCCCNCCCCCO. The product is CCCCCCCN(CCCCCO)C(=O)Nc1ccc(F)cc1F. RXN SMILES: [CH2:27]([Cl:28])[Cl:29].[ClH:26].[F:15][c:16]1[c:17]([N:23]=[C:24]=[O:25])[cH:18][cH:19][c:20]([F:22])[cH:21]1.[OH:1][CH2:2][CH2:3][CH2:4][CH2:5][CH2:6][NH:7][CH2:8][CH2:9][CH2:10][CH2:11][CH2:12][CH2:13][CH3:14]>>[OH:1][CH2:2][CH2:3][CH2:4][CH2:5][CH2:6][N:7]([CH2:8][CH2:9][CH2:10][CH2:11][CH2:12][CH2:13][CH3:14])[C:24]([NH:23][c:17]1[c:16]([F:15])[cH:21][c:20]([F:22])[cH:19][cH:18]1)=[O:25]. Starting materials: Cc1c(C(=O)O)oc2c(C(=O)c3cccs3)cc(C(C)(C)C)c(O)c12, [Cu], c1ccc2ncccc2c1. Yields the product Cc1coc2c(C(=O)c3cccs3)cc(C(C)(C)C)c(O)c12. RXN SMILES: [CH3:1][c:2]1[c:3]([C:23]([OH:24])=[O:25])[o:4][c:5]2[c:6]1[c:7]([OH:22])[c:8]([C:18]([CH3:19])([CH3:20])[CH3:21])[cH:9][c:10]2[C:11](=[O:12])[c:13]1[s:14][cH:15][cH:16][cH:17]1.[Cu:36].[cH:26]1[cH:27][c:28]2[c:29]([n:30][cH:31][cH:32][cH:33]2)[cH:34][cH:35]1>>[CH3:1][c:2]1[cH:3][o:4][c:5]2[c:6]1[c:7]([OH:22])[c:8]([C:18]([CH3:19])([CH3:20])[CH3:21])[cH:9][c:10]2[C:11](=[O:12])[c:13]1[s:14][cH:15][cH:16][cH:17]1.